describe an organic reaction: reactants, conditions, products, and yield From a dataset of the Open Reaction Database (ORD), a public repository of structured organic reaction records. The reactants are Cl (HCl), CC1=C(C=C(C=2N=CNC21)C)NC(=S)NCCN (N-(4,7-dimethyl-5-benzimidazolyl)-N'-2-aminoethylthiourea), cupric acetate, NaHS. The solvent is CO (methanol). Conditions: time 40 minute. The product is CC1=C(C=C(C=2N=CNC21)C)NN2C=NCC2 (4,7-dimethyl-5-(2-imidazolinylamino)benzimidazole). As a reaction SMILES: [CH3:1][C:2]1[C:10]2[NH:9][CH:8]=[N:7][C:6]=2[C:5]([CH3:11])=[CH:4][C:3]=1[NH:12]C(NCCN)=S.Cl>CO>[CH3:1][C:2]1[C:10]2[NH:9][CH:8]=[N:7][C:6]=2[C:5]([CH3:11])=[CH:4][C:3]=1[NH:12][N:9]1[CH2:10][CH2:6][N:7]=[CH:8]1. Reported procedure: A mixture of N-(4,7-dimethyl-5-benzimidazolyl)-N'-2-aminoethylthiourea (0.77 g) and cupric acetate (0.81 g) in methanol (100 mL) is stirred at 65°-70° C. for 40 minutes. The mixture is cooled to room temperature, NaHS.xH2O is added and the resulting mixture is stirred for 10 minutes at room temperature. The mixture is acidified to pH=3 with 1N HCl and filtered on Celite. The filtrate is basified to pH=9 with 50% sodium hydroxide and rotary evaporated. The syrupy residue is diluted with water (20... The solvent is CN(C)C=O (DMF), O (water). Reaction conditions: time 20 hour. The reactants are CN1C(=CC2=CC=CC=C12)C(=O)N[C@@H]1[C@@H](CCCC1)C(=O)O ((1R,2S)-2-[(1-methyl-1H-indole-2-carbonyl)-amino]-cyclohexanecarboxylic acid), CCN=C=NCCCN(C)C (EDCI), C=1C=CC2=C(C1)N=NN2O (HOBT), CN1CCOCC1 (N-methylmorpholine), 4-pyridylglycine nitrile hydrochloride salt. The product is C(#N)C(CC1=CC=NC=C1)NC(=O)[C@H]1[C@H](CCCC1)NC(=O)C=1N(C2=CC=CC=C2C1)C (1-methyl-1H-indole-2-carboxylic acid {(1S,2R)-2-[(cyano-pyridin-4-ylmethyl-methyl)-carbamoyl]cyclohexyl}-amide). As a reaction SMILES: [CH3:1][N:2]1[C:10]2[C:5](=[CH:6][CH:7]=[CH:8][CH:9]=2)[CH:4]=[C:3]1[C:11]([NH:13][C@H:14]1[CH2:19][CH2:18][CH2:17][CH2:16][C@H:15]1[C:20](O)=[O:21])=[O:12].CCN=C=NCCCN(C)C.C1[CH:35]=[CH:36][C:37]2[N:42](O)N=[N:40][C:38]=2C=1.C[N:45]1[CH2:50][CH2:49]O[CH2:47][CH2:46]1>O.CN(C=O)C>[C:38]([CH:37]([NH:42][C:20]([C@@H:15]1[CH2:16][CH2:17][CH2:18][CH2:19][C@@H:14]1[NH:13][C:11]([C:3]1[N:2]([CH3:1])[C:10]2[C:5]([CH:4]=1)=[CH:6][CH:7]=[CH:8][CH:9]=2)=[O:12])=[O:21])[CH2:36][C:35]1[CH:47]=[CH:46][N:45]=[CH:50][CH:49]=1)#[N:40]. Procedure details: To (1R,2S)-2-[(1-methyl-1H-indole-2-carbonyl)-amino]-cyclohexanecarboxylic acid from Example 3 (200 mg, 0.67 mmol) was added EDCI (150 mg, 0.78 mmol), HOBT (110 mg, 0.82 mmol), anhydrous DMF (4 mL), N-methylmorpholine (0.15 mL, 1.3 mmol), and 4-pyridylglycine nitrile hydrochloride salt (4) (160 mg, 1.0 mmol). The reaction mixture was stirred at room temperature for 20 hrs, then 50 mL of water was added and extracted with three 50 mL portions of ethyl acetate. The combined organic layers was wash... Starting materials: OC1=C(C=C(C(=O)O)C=C1)C(=O)O (4-hydroxyisophthalic acid), S(O)(O)(=O)=O (sulfuric acid), CO (methanol), C([O-])(O)=O.[Na+] (sodium bicarbonate). Solvent: O (water). The product is COC(C1=CC(C(=O)OC)=C(C=C1)O)=O (4-Hydroxyisophthalic acid dimethyl ester). Reaction SMILES: [OH:1][C:2]1[CH:10]=[CH:9][C:5]([C:6]([OH:8])=O)=[CH:4][C:3]=1[C:11]([OH:13])=[O:12].S(=O)(=O)(O)O.[C:19](=O)(O)[O-].[Na+].[CH3:24][OH:25]>O>[CH3:24][O:25][C:6](=[O:8])[C:5]1[CH:9]=[CH:10][C:2]([OH:1])=[C:3]([C:11]([O:13][CH3:19])=[O:12])[CH:4]=1 |f:2.3|. Reported procedure: To a solution of 4-hydroxyisophthalic acid (16.0 g) in methanol (150 mL) was added conc. sulfuric acid (5 mL), and the mixture was heated for 22 hours under reflux. Then, the reaction solution was allowed to stand for cooling down to room temperature, diluted with water (150 mL), and added with sodium bicarbonate (15 g). The resulting precipitate was filtered, washed successively with water/methanol (1:1, v/v) (150 mL) and water, and dried to give the title compound (17.45 g). Reactants: COC1=CC=C(C(=O)Cl)C=C1 (4-methoxybenzoyl chloride), Boc-A lactams, C(C)(C)(C)OC(=O)N1C(C[C@H]2CC[C@@H]([C@@H]1C2)N2C1=NC=NC(=C1N=C2)N)=O (9-[(S,S,S)-8-N-tert-Butoxycarbonyl-8-azabicyclo[3.3.1]nonan-7-on-2-yl]adenine), N1=CC=CC=C1 (pyridine). Reagents/catalysts: CN(C)C=1C=CN=CC1 (DMAP). Run in C(Cl)Cl (CH2Cl2). Reaction conditions: temperature 0 celsius, time 15 minute. Yields the product C(C)(C)(C)OC(=O)N1C(C[C@H]2CC[C@@H]([C@@H]1C2)N2C1=NC=NC(=C1N=C2)NC(C2=CC=C(C=C2)OC)=O)=O (9-[(S,S,S)-8-N-tert-Butoxycarbonyl-8-azabicyclo[3.3.1]nonan-7-on-2-yl]-6N-p-methoxybenzoyladenine). Yield: 88.0%. RXN SMILES: [C:1]([O:5][C:6]([N:8]1[C@H:15]2[CH2:16][C@H:11]([CH2:12][CH2:13][C@@H:14]2[N:17]2[CH:25]=[N:24][C:23]3[C:18]2=[N:19][CH:20]=[N:21][C:22]=3[NH2:26])[CH2:10][C:9]1=[O:27])=[O:7])([CH3:4])([CH3:3])[CH3:2].N1C=CC=CC=1.[CH3:34][O:35][C:36]1[CH:44]=[CH:43][C:39]([C:40](Cl)=[O:41])=[CH:38][CH:37]=1>CN(C1C=CN=CC=1)C.C(Cl)Cl>[C:1]([O:5][C:6]([N:8]1[C@H:15]2[CH2:16][C@H:11]([CH2:12][CH2:13][C@@H:14]2[N:17]2[CH:25]=[N:24][C:23]3[C:18]2=[N:19][CH:20]=[N:21][C:22]=3[NH:26][C:40](=[O:41])[C:39]2[CH:43]=[CH:44][C:36]([O:35][CH3:34])=[CH:37][CH:38]=2)[CH2:10][C:9]1=[O:27])=[O:7])([CH3:4])([CH3:2])[CH3:3]. Procedure: A 100 ml two-necked round-bottomed flask was loaded with 4.96 g of Boc-A lactams [sic] 15e (13.3 mmol) and 60 ml of dry CH2Cl2. 5.35 ml of dry pyridine (66.5 mmol) were then added, followed by 1.59 g of DMAP (1.3 mmol). After cooling to 0° C., 5.4 ml of 4-methoxybenzoyl chloride (39.9 mmol) were added dropwise and the mixture was stirred at 0° C. for 15 min. The ice bath was removed and the reaction mixture was stirred at room temperature for 22 h. The reaction mixture was then again cooled to 0... The reactants are COC(=O)C1N(CC1)S(=O)(=O)CC1=CC=CC=C1 (1-Phenylmethanesulfonyl-azetidine-2-carboxylic acid methyl ester), [OH-].[Li+] (lithium hydroxide). The solvent is CO (methanol). Conditions: temperature 0 celsius. The product is C1(=CC=CC=C1)CS(=O)(=O)N1C(CC1)C(=O)O (1-Phenylmethanesulfonyl-azetidine-2-carboxylic acid). The yield is 82829.6%. Reaction SMILES: C[O:2][C:3]([CH:5]1[CH2:8][CH2:7][N:6]1[S:9]([CH2:12][C:13]1[CH:18]=[CH:17][CH:16]=[CH:15][CH:14]=1)(=[O:11])=[O:10])=[O:4].[OH-].[Li+]>CO>[C:13]1([CH2:12][S:9]([N:6]2[CH2:7][CH2:8][CH:5]2[C:3]([OH:4])=[O:2])(=[O:11])=[O:10])[CH:14]=[CH:15][CH:16]=[CH:17][CH:18]=1 |f:1.2|. Reported procedure: 1-Phenylmethanesulfonyl-azetidine-2-carboxylic acid methyl ester (1.13 g, 4.19 mmoles) was dissolved in methanol (20 mL) and cooled to 0° C. Treatment of this solution with aqueous lithium hydroxide (7.75 mL, 1 M) was followed by warming to ambient temperature over a 3 hour period. Most of the methanol was removed in vacuo and the pH was adjusted to 1 by treatment with 1 M HCl. The product was extracted into ethyl acetate, dried over anhydrous sodium sulfate and concentrated to afford 886 g (83%... Reactants: Brc1cccc(Br)n1, CCCC[N+](CCCC)(CCCC)CCCC, [H-], [I-], [Na+], CN(C)C=O, O=Cc1ccc(OCCO)cc1. Yields the product O=Cc1ccc(OCCOc2cccc(Br)n2)cc1. Reaction SMILES: [Br:15][c:16]1[n:17][c:18]([Br:22])[cH:19][cH:20][cH:21]1.[CH2:29]([N+:30]([CH2:31][CH2:32][CH2:33][CH3:34])([CH2:35][CH2:36][CH2:37][CH3:38])[CH2:39][CH2:40][CH2:41][CH3:42])[CH2:43][CH2:44][CH3:45].[H-:1].[I-:28].[Na+:2].[O:23]=[CH:24][N:25]([CH3:26])[CH3:27].[OH:3][CH2:4][CH2:5][O:6][c:7]1[cH:8][cH:9][c:10]([CH:11]=[O:12])[cH:13][cH:14]1>>[O:3]([CH2:4][CH2:5][O:6][c:7]1[cH:8][cH:9][c:10]([CH:11]=[O:12])[cH:13][cH:14]1)[c:18]1[n:17][c:16]([Br:15])[cH:21][cH:20][cH:19]1. Reaction SMILES: Cl.CS([O:6][C:7]1[CH:8]=[CH:9][C:10]2[C:14]([C:15](=[O:30])[C:16]3[CH:21]=[CH:20][C:19]([O:22][CH2:23][CH2:24][N:25]4[CH2:29][CH2:28][CH2:27][CH2:26]4)=[CH:18][CH:17]=3)=[C:13]([C:31]3[CH:36]=[CH:35][C:34]([O:37]S(C)(=O)=O)=[CH:33][CH:32]=3)[S:12][C:11]=2[CH:42]=1)(=O)=O.O1CCCC1.[OH-].[Na+]>CO>[OH:6][C:7]1[CH:8]=[CH:9][C:10]2[C:14]([C:15](=[O:30])[C:16]3[CH:17]=[CH:18][C:19]([O:22][CH2:23][CH2:24][N:25]4[CH2:26][CH2:27][CH2:28][CH2:29]4)=[CH:20][CH:21]=3)=[C:13]([C:31]3[CH:32]=[CH:33][C:34]([OH:37])=[CH:35][CH:36]=3)[S:12][C:11]=2[CH:42]=1 |f:0.1,3.4|. Reaction conditions: time 60 hour. The product is OC=1C=CC2=C(SC(=C2C(C2=CC=C(C=C2)OCCN2CCCC2)=O)C2=CC=C(C=C2)O)C1 (6-hydroxy-2-(4-hydroxyphenyl)-3-[4-(2-pyrrolidinoethoxy)benzoyl]benzo[b]thiophene). Reactants: Cl.CS(=O)(=O)OC=1C=CC2=C(SC(=C2C(C2=CC=C(C=C2)OCCN2CCCC2)=O)C2=CC=C(C=C2)OS(=O)(=O)C)C1 (6-methanesulfonyloxy-2-(4-methanesulfonyloxyphenyl)-3-[4-(2-pyrrolidinoethoxy)benzoyl]benzo[b]thiophene, hydrochloride), O1CCCC1 (tetrahydrofuran), [OH-].[Na+] (sodium hydroxide). Procedure details: A 23.8 g. portion of the product of Example 3 above was added to 600 ml. of tetrahydrofuran, 240 ml. of methanol and 40 ml. of 5 N sodium hydroxide. The mixture was stirred at ambient temperature for 60 hours, and then it was evaporated under vacuum. The residue was diluted to 400 ml. with water, and the solution was continuously extracted with diethyl ether for 8 hours. The aqueous phase was then filtered, cooled to below 10°, and acidified to pH 2 with methanesulfonic acid. It was then diluted... The solvent is CO (methanol). The reactants are C=1(C(=CC=C2C=CC=CC12)O)C1=CC=CC2=CC=CC=C12 (binaphthol), C=1(C(=CC=C2C=CC=CC12)O)C1=CC=CC2=CC=CC=C12 (binaphthol), FC(S(=O)(=O)OC1=C(C2=CC=CC=C2C=C1)C1=C(C=CC2=CC=CC=C12)OS(=O)(=O)C(F)(F)F)(F)F (2,2'-bis(trifluoromethanesulfonyloxy)-1,1'-binaphthyl), C1(=CC=CC=C1)P(=O)(C1=C(C2=CC=CC=C2C=C1)C1=C(C=CC2=CC=CC=C12)OS(=O)(=O)C(F)(F)F)C1=CC=CC=C1 (2'-diphenylphosphinyl-2-trifluoromethanesulfonyloxy-1,1'-binaphthyl), [OH-].[Li+] (lithium hydroxide), C=1(C(=CC=C2C=CC=CC12)O)C1=CC=CC2=CC=CC=C12 (binaphthol), FC(S(=O)(=O)OS(=O)(=O)C(F)(F)F)(F)F (trifluoromethanesulfonic anhydride), C1(=CC=CC=C1)P(C1=CC=CC=C1)=O (diphenylphosphine oxide), C1(=CC=CC=C1)P(=O)(C1=C(C2=CC=CC=C2C=C1)C1=C(C=CC2=CC=CC=C12)OS(=O)(=O)C(F)(F)F)C1=CC=CC=C1 (2'-diphenylphosphinyl-2-trifluoromethanesulfonyloxy-1,1'-binaphthyl). The solvent is C(Cl)Cl (methylene chloride), N1=CC=CC=C1 (pyridine). The product is C1(=CC=CC=C1)P(=O)(C1=C(C2=CC=CC=C2C=C1)C1=C(C=CC2=CC=CC=C12)O)C1=CC=CC=C1 (2'-diphenylphosphinyl-2-hydroxy-1,1'-binaphthyl). Reaction SMILES: C1(C2C3C(=CC=CC=3)C=CC=2)C(O)=CC=C2C=1C=CC=C2.FC(F)(F)S(OS(C(F)(F)F)(=O)=O)(=O)=O.FC(F)(F)S(OC1C=CC2C(=CC=CC=2)C=1C1C2C(=CC=CC=2)C=CC=1OS(C(F)(F)F)(=O)=O)(=O)=O.C1(P(=O)C2C=CC=CC=2)C=CC=CC=1.[C:87]1([P:93]([C:123]2[CH:128]=[CH:127][CH:126]=[CH:125][CH:124]=2)([C:95]2[CH:104]=[CH:103][C:102]3[C:97](=[CH:98][CH:99]=[CH:100][CH:101]=3)[C:96]=2[C:105]2[C:114]3[C:109](=[CH:110][CH:111]=[CH:112][CH:113]=3)[CH:108]=[CH:107][C:106]=2[O:115]S(C(F)(F)F)(=O)=O)=[O:94])[CH:92]=[CH:91][CH:90]=[CH:89][CH:88]=1.[OH-].[Li+]>C(Cl)Cl.N1C=CC=CC=1>[C:123]1([P:93]([C:87]2[CH:88]=[CH:89][CH:90]=[CH:91][CH:92]=2)([C:95]2[CH:104]=[CH:103][C:102]3[C:97](=[CH:98][CH:99]=[CH:100][CH:101]=3)[C:96]=2[C:105]2[C:114]3[C:109](=[CH:110][CH:111]=[CH:112][CH:113]=3)[CH:108]=[CH:107][C:106]=2[OH:115])=[O:94])[CH:124]=[CH:125][CH:126]=[CH:127][CH:128]=1 |f:5.6|. Procedure details: An optically active binaphthol (VII) as a starting material is reacted by a method described in the literature (M. Vondenhof and J. Mattay, Tetrahedron Lett., 1990, Vol. 31, pp. 985-988; L. Kurz, G. Lee, D. Morgans, Jr., M. J. Waldyke, and T. Ward, Tetrahedron Lett., 1990, Vol. 31, pp. 6321-6324) and by a method described in the literature (Y. Uozumi, A. Tanahashi, S.-Y. Lee, and T. Hayashi, J. Org. Chem., 1993, Vol. 58, pp. 1945-1948). That is, the binaphthol (VII) is reacted with trifluorometh... The reactants are C(C)(C)(C)OC(=O)NCCCOC1=C(C(=O)O)C=CC(=C1)SCC (2-(3-t-butoxycarbonylaminopropoxy)-4-(ethylthio)benzoic acid), NC=1C(=NC=CC1)C(=O)NC1=NC=C(C=C1)Cl (3-amino-N-(5-chloropyridin-2-yl)pyridine-2-carboxamide). Yields the product C(C)(C)(C)OC(=O)NCCCOC1=C(C(=O)NC=2C(=NC=CC2)C(=O)NC2=NC=C(C=C2)Cl)C=CC(=C1)SCC (3-[2-(3-t-Butoxycarbonylaminopropoxy)-4-(ethylthio)-benzoylamino]-N-(5-chloropyridin-2-yl)pyridine-2-carboxamide). Isolated yield 67.0%. RXN SMILES: [C:1]([O:5][C:6]([NH:8][CH2:9][CH2:10][CH2:11][O:12][C:13]1[CH:21]=[C:20]([S:22][CH2:23][CH3:24])[CH:19]=[CH:18][C:14]=1[C:15]([OH:17])=O)=[O:7])([CH3:4])([CH3:3])[CH3:2].[NH2:25][C:26]1[C:27]([C:32]([NH:34][C:35]2[CH:40]=[CH:39][C:38]([Cl:41])=[CH:37][N:36]=2)=[O:33])=[N:28][CH:29]=[CH:30][CH:31]=1>>[C:1]([O:5][C:6]([NH:8][CH2:9][CH2:10][CH2:11][O:12][C:13]1[CH:21]=[C:20]([S:22][CH2:23][CH3:24])[CH:19]=[CH:18][C:14]=1[C:15]([NH:25][C:26]1[C:27]([C:32]([NH:34][C:35]2[CH:40]=[CH:39][C:38]([Cl:41])=[CH:37][N:36]=2)=[O:33])=[N:28][CH:29]=[CH:30][CH:31]=1)=[O:17])=[O:7])([CH3:2])([CH3:3])[CH3:4]. Procedure: Using a procedure analogous to Example 1-G, 2-(3-t-butoxycarbonylaminopropoxy)-4-(ethylthio)benzoic acid and 3-amino-N-(5-chloropyridin-2-yl)pyridine-2-carboxamide gave the title compound as a solid (2.04 g, 67%). Reactants: CCOC(C)=O, CNC(=O)c1cccc([N+](=O)[O-])c1N. The product is CNC(=O)c1cccc(N)c1N. RXN SMILES: [CH3:15][CH2:16][O:17][C:18]([CH3:19])=[O:20].[NH2:1][c:2]1[c:3]([C:4](=[O:5])[NH:6][CH3:7])[cH:8][cH:9][cH:10][c:11]1[N+:12]([O-:13])=[O:14]>>[NH2:1][c:2]1[c:3]([C:4](=[O:5])[NH:6][CH3:7])[cH:8][cH:9][cH:10][c:11]1[NH2:12].